From a dataset of the Open Reaction Database (ORD), a public repository of structured organic reaction records. describe an organic reaction: reactants, conditions, products, and yield The reactants are ClC1=CC=C2C(=N1)SC(=N2)SC (5-chloro-2-(methylthio)[1,3]thiazolo[5,4-b]pyridine), C[O-].[Na+] (sodium methoxide), C(Cl)Cl (DCM), CO (MeOH). Run in C(C)(=O)OCC (ethyl acetate), C(C)(=O)O (acetic acid). Conditions: time 18 hour. Yields the product ClC1=CC=C2C(=N1)SC(=N2)OC (5-chloro-2-methoxy[1,3]thiazolo[5,4-b]pyridine). RXN SMILES: [Cl:1][C:2]1[N:7]=[C:6]2[S:8][C:9](SC)=[N:10][C:5]2=[CH:4][CH:3]=1.[CH3:13][O-:14].[Na+].C(Cl)Cl.CO>C(OCC)(=O)C.C(O)(=O)C>[Cl:1][C:2]1[N:7]=[C:6]2[S:8][C:9]([O:14][CH3:13])=[N:10][C:5]2=[CH:4][CH:3]=1 |f:1.2|. Procedure details: To a round bottom flask was added 5-chloro-2-(methylthio)[1,3]thiazolo[5,4-b]pyridine (1-2) (11.5 g, 53.3 mmol), sodium methoxide (10.8 g, 200 mmol), anhydrous DCM (200 mL) and anhydrous MeOH (200 mL). The reaction mixture was then permitted to stir at room temperature under an atmosphere of nitrogen for 18 hours. The reaction mixture was then acidified to pH 5 with glacial acetic acid, then suspended in ethyl acetate and washed with water, then brine, dried over sodium sulfate, filtered, and co... The reactants are FC(C(C(C(F)(F)F)(F)F)(F)F)(F)I (perfluorobutyl iodide), FC(=C(F)F)F (tetrafluoroethylene). Reaction conditions: temperature -78 celsius, time 18 hour. Yields the product C(=C(/C(F)(F)F)\F)(\C(F)(F)F)/F (perfluorobutene-2). RXN SMILES: [F:1][C:2](I)([F:13])[C:3](F)([F:11])[C:4]([F:10])(F)[C:5]([F:8])([F:7])[F:6].[F:15]C(F)=C(F)F>>[C:3](/[F:11])(\[C:2]([F:1])([F:13])[F:15])=[C:4](\[F:10])/[C:5]([F:6])([F:7])[F:8]. Procedure details: A 240 mL Hastelloy shaker tube was flushed with nitrogen, then loaded with 5 g of aluminum chlorofluoride catalyst, cooled to -78° C., evacuated and loaded with 20 g (0.06 mole) of perfluorobutyl iodide and 50 g (0.5 mole) of tetrafluoroethylene. The reaction vessel was allowed to warm and kept on a shaker at 25-30° C. at autogenous pressure. Significant pressure drop (approximately 150 psi) was observed in the first 2 hours. After 18 hours, the pressure tube was unloaded. The product, 40 g, was... The reactants are C=O, CCO, CC(C)(C)OC(=O)COc1ccc(N)cc1, O=C1CCC(=O)N1. Product: CC(C)(C)OC(=O)COc1ccc(NCN2C(=O)CCC2=O)cc1. Reaction SMILES: [CH2:24]=[O:25].[CH3:26][CH2:27][OH:28].[NH2:1][c:2]1[cH:3][cH:4][c:5]([O:6][CH2:7][C:8](=[O:9])[O:10][C:11]([CH3:12])([CH3:13])[CH3:14])[cH:15][cH:16]1.[O:17]=[C:18]1[CH2:19][CH2:20][C:21](=[O:22])[NH:23]1>>[NH:1]([c:2]1[cH:3][cH:4][c:5]([O:6][CH2:7][C:8](=[O:9])[O:10][C:11]([CH3:12])([CH3:13])[CH3:14])[cH:15][cH:16]1)[CH2:24][N:23]1[C:18](=[O:17])[CH2:19][CH2:20][C:21]1=[O:22]. Reactants: CN(C)C=O, ClCc1cc(Cl)ccn1, Nc1ccc(-c2cc(Cc3ccc(O)cc3)no2)cn1, [Na+], C1CCOC1, [OH-]. Product: Nc1ccc(-c2cc(Cc3ccc(OCc4cc(Cl)ccn4)cc3)no2)cn1. RXN SMILES: [CH3:37][N:38]([CH3:39])[CH:40]=[O:41].[Cl:28][c:29]1[cH:30][c:31]([CH2:35][Cl:36])[n:32][cH:33][cH:34]1.[NH2:1][c:2]1[cH:3][cH:4][c:5](-[c:8]2[cH:9][c:10]([CH2:13][c:14]3[cH:15][cH:16][c:17]([OH:20])[cH:18][cH:19]3)[n:11][o:12]2)[cH:6][n:7]1.[Na+:27].[O:21]1[CH2:22][CH2:23][CH2:24][CH2:25]1.[OH-:26]>>[NH2:1][c:2]1[cH:3][cH:4][c:5](-[c:8]2[cH:9][c:10]([CH2:13][c:14]3[cH:15][cH:16][c:17]([O:20][CH2:35][c:31]4[cH:30][c:29]([Cl:28])[cH:34][cH:33][n:32]4)[cH:18][cH:19]3)[n:11][o:12]2)[cH:6][n:7]1. The reactants are CC(CN1N=C(C=C1)[N+](=O)[O-])(C)OC[C@@H]1OC1 (1-[2-methyl-2-((R)-1-oxiranylmethoxy)-propyl]-3-nitro-1H-pyrazole), C(C)(=O)OCC (ethyl acetate), [H][H] (hydrogen). Solvent: C(C)O (ethanol). The product is CC(CN1N=C(C=C1)N)(C)OC[C@@H]1OC1 (1-[2-methyl-2-((R)-1-oxiranylmethoxy)-propyl]-1H-pyrazol-3ylamine). The yield is 103.1%. Reaction SMILES: [CH3:1][C:2]([O:13][CH2:14][C@H:15]1[CH2:17][O:16]1)([CH3:12])[CH2:3][N:4]1[CH:8]=[CH:7][C:6]([N+:9]([O-])=O)=[N:5]1.C(OCC)(=O)C.[H][H]>C(O)C>[CH3:12][C:2]([O:13][CH2:14][C@H:15]1[CH2:17][O:16]1)([CH3:1])[CH2:3][N:4]1[CH:8]=[CH:7][C:6]([NH2:9])=[N:5]1. Reported procedure: A mixture of 1-[2-methyl-2-((R)-1-oxiranylmethoxy)-propyl]-3-nitro-1H-pyrazole (0.3 g, 1.24 mmol), and ethyl acetate (15 mL), ethanol (15 mL) was subjected to the H-Cube (Thales Nano) at 1 mL/min at 10° C., 10 psi hydrogen. The first time through not completely reduced. Resubjected and complete reduction of nitro group by NMR. Solvent was removed under reduced pressure to afford 1-[2-methyl-2-((R)-1-oxiranylmethoxy)-propyl]-1H-pyrazol-3ylamine as an oil (0.27 g, 100%). The reactants are CCOCC, O=C(CCl)N1CCC(Oc2ccc(Cl)cc2)CC1, Nc1ccc2c(c1)CCC(=O)N2. Yields the product O=C1CCc2cc(NCC(=O)N3CCC(Oc4ccc(Cl)cc4)CC3)ccc2N1. Reaction SMILES: [CH2:31]([O:32][CH2:33][CH3:34])[CH3:35].[Cl:13][CH2:14][C:15](=[O:16])[N:17]1[CH2:18][CH2:19][CH:20]([O:23][c:24]2[cH:25][cH:26][c:27]([Cl:30])[cH:28][cH:29]2)[CH2:21][CH2:22]1.[NH2:1][c:2]1[cH:3][c:4]2[c:9]([cH:10][cH:11]1)[NH:8][C:7](=[O:12])[CH2:6][CH2:5]2>>[NH:1]([c:2]1[cH:3][c:4]2[c:9]([cH:10][cH:11]1)[NH:8][C:7](=[O:12])[CH2:6][CH2:5]2)[CH2:14][C:15](=[O:16])[N:17]1[CH2:18][CH2:19][CH:20]([O:23][c:24]2[cH:25][cH:26][c:27]([Cl:30])[cH:28][cH:29]2)[CH2:21][CH2:22]1.